The task is: describe an organic reaction: reactants, conditions, products, and yield. This data is from the Open Reaction Database (ORD), a public repository of structured organic reaction records. Starting materials: ClCCl, CC#N, O=[N+]([O-])c1ccc(SC2CC2)cc1, [Cl-], [Cl-], [Cl-], [Fe+3], [O-][I+3]([O-])([O-])O, [Na+], [Na+], O, O, O, O, O, O, O=S([O-])OS(=O)[O-]. The product is O=[N+]([O-])c1ccc(S(=O)C2CC2)cc1. RXN SMILES: [CH2:31]([Cl:32])[Cl:33].[CH3:28][C:29]#[N:30].[CH:1]1([S:4][c:5]2[cH:6][cH:7][c:8]([N+:11](=[O:12])[O-:13])[cH:9][cH:10]2)[CH2:2][CH2:3]1.[Cl-:40].[Cl-:42].[Cl-:43].[Fe+3:41].[I+3:14]([O-:15])([OH:16])([O-:17])[O-:18].[Na+:26].[Na+:27].[OH2:34].[OH2:35].[OH2:36].[OH2:37].[OH2:38].[OH2:39].[S:19]([O:20][S:21]([O-:22])=[O:23])([O-:24])=[O:25]>>[CH:1]1([S:4]([c:5]2[cH:6][cH:7][c:8]([N+:11](=[O:12])[O-:13])[cH:9][cH:10]2)=[O:15])[CH2:2][CH2:3]1. Product: COC(NC(C(C)C)C(=O)N1C(CC(C1)(F)F)C=1NC(=CN1)C1=CC=C(C=C1)C1=CC2=CC=C(C=C2C=C1)C=1NC(=NC1)C1N(CCC1)C(C(C1=CC=CC=C1)NC(=O)OC)=O)=O ([1-(4,4-Difluoro-2-{5-[4-(6-{2-[1-(2-methoxycarbonylamino-2-phenyl-acetyl)-pyrrolidin-2-yl]-3H-imidazol-4-yl}-naphthalen-2-yl)-phenyl]-1H-imidazol-2-yl}-pyrrolidine-1-carbonyl)-2-methyl-propyl]-carbamic acid methyl ester). Procedure details: [1-(4,4-Difluoro-2-{5-[4-(6-{2-[1-(2-methoxycarbonylamino-2-phenyl-acetyl)-pyrrolidin-2-yl]-3H-imidazol-4-yl}-naphthalen-2-yl)-phenyl]-1H-imidazol-2-yl}-pyrrolidine-1-carbonyl)-2-methyl-propyl]-carbamic acid methyl ester was prepared following the procedure for [2-(4,4-Difluoro-2-{5-[4-(6-{2-[1-(2-methoxycarbonylamino-2-phenyl-acetyl)-pyrrolidin-2-yl]-3H-imidazol-4-yl}-naphthalen-2-yl)-phenyl]-1H-imidazol-2-yl}-pyrrolidin-1-yl)-2-oxo-1-(tetrahydro-pyran-4-yl)-ethyl]-carbamic acid methyl ester, s... As a reaction SMILES: [CH3:1][O:2][C:3](=[O:66])[NH:4][CH:5]([CH:60]1[CH2:65]COC[CH2:61]1)[C:6]([N:8]1[CH2:12][C:11]([F:14])([F:13])[CH2:10][CH:9]1[C:15]1[NH:16][C:17]([C:20]2[CH:25]=[CH:24][C:23]([C:26]3[CH:35]=[CH:34][C:33]4[C:28](=[CH:29][CH:30]=[C:31]([C:36]5[NH:37][C:38]([CH:41]6[CH2:45][CH2:44][CH2:43][N:42]6[C:46](=[O:59])[CH:47]([NH:54][C:55]([O:57][CH3:58])=[O:56])[C:48]6[CH:53]=[CH:52][CH:51]=[CH:50][CH:49]=6)=[N:39][CH:40]=5)[CH:32]=4)[CH:27]=3)=[CH:22][CH:21]=2)=[CH:18][N:19]=1)=[O:7].COC(NC(C1CCOCC1)C(O)=O)=O>>[CH3:1][O:2][C:3](=[O:66])[NH:4][CH:5]([C:6]([N:8]1[CH2:12][C:11]([F:13])([F:14])[CH2:10][CH:9]1[C:15]1[NH:16][C:17]([C:20]2[CH:21]=[CH:22][C:23]([C:26]3[CH:35]=[CH:34][C:33]4[C:28](=[CH:29][CH:30]=[C:31]([C:36]5[NH:37][C:38]([CH:41]6[CH2:45][CH2:44][CH2:43][N:42]6[C:46](=[O:59])[CH:47]([NH:54][C:55]([O:57][CH3:58])=[O:56])[C:48]6[CH:49]=[CH:50][CH:51]=[CH:52][CH:53]=6)=[N:39][CH:40]=5)[CH:32]=4)[CH:27]=3)=[CH:24][CH:25]=2)=[CH:18][N:19]=1)=[O:7])[CH:60]([CH3:65])[CH3:61]. Reactants: COC(NC(C(=O)N1C(CC(C1)(F)F)C=1NC(=CN1)C1=CC=C(C=C1)C1=CC2=CC=C(C=C2C=C1)C=1NC(=NC1)C1N(CCC1)C(C(C1=CC=CC=C1)NC(=O)OC)=O)C1CCOCC1)=O ([2-(4,4-Difluoro-2-{5-[4-(6-{2-[1-(2-methoxycarbonylamino-2-phenyl-acetyl)-pyrrolidin-2-yl]-3H-imidazol-4-yl}-naphthalen-2-yl)-phenyl]-1H-imidazol-2-yl}-pyrrolidin-1-yl)-2-oxo-1-(tetrahydro-pyran-4-yl)-ethyl]-carbamic acid methyl ester), COC(=O)NC(C(=O)O)C1CCOCC1 (Methoxycarbonylamino-(tetrahydro-pyran-4-yl)-acetic acid). Starting materials: NCCc1ccccc1Cl, O, Cc1ccc(C(=O)Cl)cc1, c1ccncc1. Product: Cc1ccc(C(=O)NCCc2ccccc2Cl)cc1. As a reaction SMILES: [NH2:1][CH2:2][CH2:3][c:4]1[c:5]([Cl:10])[cH:6][cH:7][cH:8][cH:9]1.[OH2:21].[c:11]1([CH3:20])[cH:12][cH:13][c:14]([C:17](=[O:18])[Cl:19])[cH:15][cH:16]1.[cH:22]1[cH:23][cH:24][n:25][cH:26][cH:27]1>>[NH:1]([CH2:2][CH2:3][c:4]1[c:5]([Cl:10])[cH:6][cH:7][cH:8][cH:9]1)[C:17]([c:14]1[cH:13][cH:12][c:11]([CH3:20])[cH:16][cH:15]1)=[O:18].